This data is from the Open Reaction Database (ORD), a public repository of structured organic reaction records. The task is: describe an organic reaction: reactants, conditions, products, and yield The reactants are C1(=CC=CC=C1)NC(=O)C=1C=NC2=C(C=CC=C2C1C1=CC=CC=C1)C(F)(F)F (N,4-diphenyl-8-(trifluoromethyl)quinoline-3-carboxamide), [H-].[Na+] (sodium hydride), CI (methyl iodide). Run in CN(C)C=O (DMF). Reaction conditions: time 1 hour. Product: CN(C(=O)C=1C=NC2=C(C=CC=C2C1C1=CC=CC=C1)C(F)(F)F)C1=CC=CC=C1 (N-METHYL-N,4-DIPHENYL-8-(TRIFLUOROMETHYL)QUINOLINE-3-CARBOXAMIDE). Isolated yield 94.7%. As a reaction SMILES: [C:1]1([NH:7][C:8]([C:10]2[CH:11]=[N:12][C:13]3[C:18]([C:19]=2[C:20]2[CH:25]=[CH:24][CH:23]=[CH:22][CH:21]=2)=[CH:17][CH:16]=[CH:15][C:14]=3[C:26]([F:29])([F:28])[F:27])=[O:9])[CH:6]=[CH:5][CH:4]=[CH:3][CH:2]=1.[H-].[Na+].[CH3:32]I>CN(C=O)C>[CH3:32][N:7]([C:1]1[CH:2]=[CH:3][CH:4]=[CH:5][CH:6]=1)[C:8]([C:10]1[CH:11]=[N:12][C:13]2[C:18]([C:19]=1[C:20]1[CH:21]=[CH:22][CH:23]=[CH:24][CH:25]=1)=[CH:17][CH:16]=[CH:15][C:14]=2[C:26]([F:29])([F:27])[F:28])=[O:9] |f:1.2|. Procedure: To a solution of N,4-diphenyl-8-(trifluoromethyl)quinoline-3-carboxamide, (0.150 g, 0.382 mmol), whose preparation is described in Example 368, in DMF (20 mL) is added sodium hydride (0.010 g, 0.421 mmol). After stirring in an ice bath for 1 h, methyl iodide (0.027 mL, 0.421 mmol) is added drop wise and the reaction mixture is removed from the ice bath and stirred 2 h. The reaction mixture is partitioned between ethyl acetate and water and the aqueous layer is extracted with ethyl acetate. The c... Starting materials: Cc1ccc(C(=O)NC2CC2)cc1-n1ccnc(NC(c2ccccc2)C(C)CO)c1=O, ClCCl. Reaction SMILES: [CH:1]1([NH:4][C:5]([c:6]2[cH:7][c:8](-[n:13]3[c:14](=[O:31])[c:15]([NH:19][CH:20]([CH:21]([CH2:22][OH:23])[CH3:24])[c:25]4[cH:26][cH:27][cH:28][cH:29][cH:30]4)[n:16][cH:17][cH:18]3)[c:9]([CH3:12])[cH:10][cH:11]2)=[O:32])[CH2:2][CH2:3]1.[Cl:33][CH2:34][Cl:35]>>[CH:1]1([NH:4][C:5]([c:6]2[cH:7][c:8](-[n:13]3[c:14](=[O:31])[c:15]([NH:19][CH:20]([CH:21]([CH:22]=[O:23])[CH3:24])[c:25]4[cH:26][cH:27][cH:28][cH:29][cH:30]4)[n:16][cH:17][cH:18]3)[c:9]([CH3:12])[cH:10][cH:11]2)=[O:32])[CH2:2][CH2:3]1. Yields the product Cc1ccc(C(=O)NC2CC2)cc1-n1ccnc(NC(c2ccccc2)C(C)C=O)c1=O. The reactants are ClC=CCC=1C=CC=CC1 (m-chloroallylbenzene), C1=CC=CC=C1C(=O)OO (perbenzoic acid). Run in C(Cl)(Cl)Cl (chloroform). Yields the product ClC=CCC=1C2C(C=CC1)O2 (m-chloroallylbenzene oxide). As a reaction SMILES: [Cl:1][CH:2]=[CH:3][CH2:4][C:5]1[CH:6]=[CH:7][CH:8]=[CH:9][CH:10]=1.C1C(C(OO)=[O:18])=CC=CC=1>C(Cl)(Cl)Cl>[Cl:1][CH:2]=[CH:3][CH2:4][C:5]1[CH:10]2[O:18][CH:9]2[CH:8]=[CH:7][CH:6]=1. Conditions: time 8 hour. Reported procedure: (a) To 6.1 g of m-chloroallylbenzene was added 85 ml of chloroform solution containing perbenzoic acid and the mixture was allowed to stand at room temperature overnight. This solution was washed with sodium hydroxide solution, 20% Mohr's salt solution and then water, and dried over anhydrous sodium sulfate. The solvent was evaporated to obtain the residue, which was distilled under reduced pressure to give 2.2 g (yield 33%) of m-chloroallylbenzene oxide having a boiling point of 117° C/7 mmHg. Yield: 33.0%. The reactants are CO, COC(=O)c1sc(-n2cnc3cnccc32)cc1OCc1ccc(F)cc1C(F)(F)F, N. Product: NC(=O)c1sc(-n2cnc3cnccc32)cc1OCc1ccc(F)cc1C(F)(F)F. Reaction SMILES: [CH3:33][OH:34].[F:1][c:2]1[cH:3][c:4]([C:28]([F:29])([F:30])[F:31])[c:5]([CH2:6][O:7][c:8]2[c:9]([C:22]([O:24][CH3:23])=[O:25])[s:10][c:11](-[n:13]3[cH:14][n:15][c:16]4[cH:17][n:18][cH:19][cH:20][c:21]34)[cH:12]2)[cH:26][cH:27]1.[NH3:32]>>[F:1][c:2]1[cH:3][c:4]([C:28]([F:29])([F:30])[F:31])[c:5]([CH2:6][O:7][c:8]2[c:9]([C:22](=[O:24])[NH2:32])[s:10][c:11](-[n:13]3[cH:14][n:15][c:16]4[cH:17][n:18][cH:19][cH:20][c:21]34)[cH:12]2)[cH:26][cH:27]1. Starting materials: C(C)(C)Br (isopropyl bromide), [Na] (sodium), C(C)(C)C1=CC=CC1 (isopropylcyclopentadiene), [Na] (sodium), C1=CC=CC1 (cyclopentadiene), [Na+].[Br-] (NaBr). Solvent: O1CCCC1 (tetrahydrofuran). Yields the product [CH-]1C=CC=C1.[Na+] (Sodium cyclopentadienide), C(C)(C)C1=CC=CC1 (isopropylcyclopentadiene). As a reaction SMILES: [Na].[CH:2]1[CH2:6][CH:5]=[CH:4][CH:3]=1.C(Br)(C)C.[Na+:11].[Br-].[CH:13]([C:16]1[CH2:20][CH:19]=[CH:18][CH:17]=1)([CH3:15])[CH3:14]>O1CCCC1>[CH-:2]1[CH:6]=[CH:5][CH:4]=[CH:3]1.[Na+:11].[CH:13]([C:16]1[CH2:20][CH:19]=[CH:18][CH:17]=1)([CH3:15])[CH3:14] |f:3.4,7.8,^1:0|. Procedure: Sodium cyclopentadienide is prepared by using 30 g of fine sodium beads (a two fold excess) and 50 ml of monomeric cyclopentadiene in 500 ml of tetrahydrofuran (THF). This solution is then transferred to another vessel (away from excess sodium) and stirred while adding 60 ml of isopropyl bromide from a dropping funnel. After completion the NaBr is allowed to settle. The slightly yellow solution containing isopropylcyclopentadiene is then transferred to a still pot for the separation of THF by fr... Starting materials: [BH3-]C#N, C[NH+](C)C, CO, CC(=O)O, O=C(O)C1CCNCC1, O=C1CN(C(c2ccccc2)c2ccccc2)C1. The product is O=C(O)C1CCN(C2CN(C(c3ccccc3)c3ccccc3)C2)CC1. RXN SMILES: [C:28]([BH3-:29])#[N:30].[CH3:31][NH+:32]([CH3:33])[CH3:34].[CH3:35][OH:36].[CH3:37][C:38](=[O:39])[OH:40].[NH:1]1[CH2:2][CH2:3][CH:4]([C:7](=[O:8])[OH:9])[CH2:5][CH2:6]1.[c:10]1([CH:16]([N:17]2[CH2:18][C:19](=[O:21])[CH2:20]2)[c:22]2[cH:23][cH:24][cH:25][cH:26][cH:27]2)[cH:11][cH:12][cH:13][cH:14][cH:15]1>>[N:1]1([CH:19]2[CH2:18][N:17]([CH:16]([c:10]3[cH:11][cH:12][cH:13][cH:14][cH:15]3)[c:22]3[cH:23][cH:24][cH:25][cH:26][cH:27]3)[CH2:20]2)[CH2:2][CH2:3][CH:4]([C:7](=[O:8])[OH:9])[CH2:5][CH2:6]1. Reported procedure: The mixture of 101 mg of 2-[4'-(α-cyanoethyl)-phenylthio]-3-pyridylacetic acid and 2 g of polyphosphoric acid was stirred at 150° C. for 65 minutes. After cooling, to this was added ice-water and the mixture was neutralized with conc. sodium hydroxide solution and 3% sodium hydroxide solution, then was made alkaline therewith. The resulting mixture was extracted with ethyl acetate and the extract was washed with 3% sodium hydroxide solution and dried over anhydrous sodium sulfate. The solvent wa... RXN SMILES: [C:1]([CH:3]([C:5]1[CH:10]=[CH:9][C:8]([S:11][C:12]2[C:17]([CH2:18][C:19]([OH:21])=O)=[CH:16][CH:15]=[CH:14][N:13]=2)=[CH:7][CH:6]=1)[CH3:4])#[N:2].[OH-:22].[Na+]>>[O:21]=[C:19]1[CH2:18][C:17]2[CH:16]=[CH:15][CH:14]=[N:13][C:12]=2[S:11][C:8]2[CH:9]=[CH:10][C:5]([CH:3]([CH3:4])[C:1]([NH2:2])=[O:22])=[CH:6][C:7]1=2 |f:1.2|. Conditions: temperature 150 celsius, time 65 minute. The reactants are [OH-].[Na+] (sodium hydroxide), C(#N)C(C)C1=CC=C(C=C1)SC1=NC=CC=C1CC(=O)O (2-[4'-(α-cyanoethyl)-phenylthio]-3-pyridylacetic acid), polyphosphoric acid, [OH-].[Na+] (sodium hydroxide), ice water. Product: O=C1C2=C(SC3=C(C1)C=CC=N3)C=CC(=C2)C(C(=O)N)C (2-(5,6-dihydro-6-oxo benzo[b]pyrido[3,2-f]-thiepin-8-yl)-propionamide). The product is COCOC(CC(C)(C)c1cc(F)ccc1OC)(C(=O)Cc1cc(C)cc(C)c1)C(F)(F)F. As a reaction SMILES: [CH3:1][c:2]1[cH:3][c:4]([CH2:9][CH:10]([C:11]([CH2:12][C:13]([CH3:14])([CH3:15])[c:16]2[c:17]([O:23][CH3:24])[cH:18][cH:19][c:20]([F:22])[cH:21]2)([C:25]([F:26])([F:27])[F:28])[O:29][CH2:30][O:31][CH3:32])[OH:33])[cH:5][c:6]([CH3:8])[cH:7]1.[Cl:34][CH2:35][Cl:36]>>[CH3:1][c:2]1[cH:3][c:4]([CH2:9][C:10]([C:11]([CH2:12][C:13]([CH3:14])([CH3:15])[c:16]2[c:17]([O:23][CH3:24])[cH:18][cH:19][c:20]([F:22])[cH:21]2)([C:25]([F:26])([F:27])[F:28])[O:29][CH2:30][O:31][CH3:32])=[O:33])[cH:5][c:6]([CH3:8])[cH:7]1. Starting materials: COCOC(CC(C)(C)c1cc(F)ccc1OC)(C(O)Cc1cc(C)cc(C)c1)C(F)(F)F, ClCCl. Starting materials: C(C)(=O)C1=CC(=C(C(=C1)Cl)NC1=NC2=CC=NC=C2C2=C1C=CNC2=O)Cl (6-[(4-acetyl-2,6-dichlorophenyl)amino]pyrido[4,3-c]-1,6-naphthyridin-10(9H)-one), Cl.ONCC (N-hydroxyethanamine HCl), C(C)(=O)[O-].[Na+] (sodium acetate). Run in CO (MeOH). Run at temperature 85 celsius. The product is ClC1=C(C(=CC(=C1)C(C)=NOCC)Cl)NC1=NC2=CC=NC=C2C2=C1C=CNC2=O (6-({2,6-Dichloro-4-[N-ethoxyethanimidoyl]phenyl}amino)pyrido[4,3-c]-1,6-naphthyridin-10(9H)-one). Reaction SMILES: [C:1]([C:4]1[CH:9]=[C:8]([Cl:10])[C:7]([NH:11][C:12]2[C:21]3[CH:22]=[CH:23][NH:24][C:25](=[O:26])[C:20]=3[C:19]3[C:14](=[CH:15][CH:16]=[N:17][CH:18]=3)[N:13]=2)=[C:6]([Cl:27])[CH:5]=1)(=O)[CH3:2].Cl.O[NH:30]CC.[C:33]([O-:36])(=O)[CH3:34].[Na+]>CO>[Cl:27][C:6]1[CH:5]=[C:4]([C:1](=[N:30][O:36][CH2:33][CH3:34])[CH3:2])[CH:9]=[C:8]([Cl:10])[C:7]=1[NH:11][C:12]1[C:21]2[CH:22]=[CH:23][NH:24][C:25](=[O:26])[C:20]=2[C:19]2[C:14](=[CH:15][CH:16]=[N:17][CH:18]=2)[N:13]=1 |f:1.2,3.4|. Reported procedure: To a solution of 6-[(4-acetyl-2,6-dichlorophenyl)amino]pyrido[4,3-c]-1,6-naphthyridin-10(9H)-one (Examples 144 and 145, Step 3) (20 mg, 0.50 mmol) in MeOH (1 mL) was added N-hydroxyethanamine HCl (24 mg, 0.25 Minot) and sodium acetate (21 mg, 0.25 mmol). The solution was heated to 85° C. for 1 hr then cooled to room temperature and extracted with 3:1 CHCl3/iPrOH and water. The organic layers were dried with MgSO4, filtered, and concentrated under reduced pressure. Purification by silica gel chro... Starting materials: CC(=O)O[BH-](OC(C)=O)OC(C)=O, CCCCOC(C)Oc1ccc(-c2ccc3c(c2)C=C(C(=O)OC)CCN3)cc1, ClCCCl, O=Cc1ccccc1F, [Na+], O. Product: CCCCOC(C)Oc1ccc(-c2ccc3c(c2)C=C(C(=O)OC)CCN3Cc2ccccc2F)cc1. As a reaction SMILES: [C:39]([O:40][BH-:41]([O:42][C:43](=[O:44])[CH3:45])[O:46][C:47](=[O:48])[CH3:49])(=[O:50])[CH3:51].[CH2:1]([CH2:2][CH2:3][CH3:4])[O:5][CH:6]([CH3:7])[O:8][c:9]1[cH:10][cH:11][c:12](-[c:15]2[cH:16][cH:17][c:18]3[c:19]([cH:29]2)[CH:20]=[C:21]([C:25](=[O:26])[O:27][CH3:28])[CH2:22][CH2:23][NH:24]3)[cH:13][cH:14]1.[Cl:54][CH2:55][CH2:56][Cl:57].[F:30][c:31]1[c:32]([CH:33]=[O:34])[cH:35][cH:36][cH:37][cH:38]1.[Na+:52].[OH2:53]>>[CH2:1]([CH2:2][CH2:3][CH3:4])[O:5][CH:6]([CH3:7])[O:8][c:9]1[cH:10][cH:11][c:12](-[c:15]2[cH:16][cH:17][c:18]3[c:19]([cH:29]2)[CH:20]=[C:21]([C:25](=[O:26])[O:27][CH3:28])[CH2:22][CH2:23][N:24]3[CH2:33][c:32]2[c:31]([F:30])[cH:38][cH:37][cH:36][cH:35]2)[cH:13][cH:14]1.